From a dataset of the Open Reaction Database (ORD), a public repository of structured organic reaction records. describe an organic reaction: reactants, conditions, products, and yield Reaction SMILES: [CH2:1]([CH3:2])[O:3][C:4](=[O:5])[c:6]1[cH:7][n:8](-[c:19]2[n:20][cH:21][c:22]([F:25])[cH:23][cH:24]2)[c:9]2[cH:10][c:11]([Cl:18])[c:12]([F:17])[cH:13][c:14]2[c:15]1=[O:16].[CH3:27][C:28](=[O:29])[OH:30].[ClH:31].[OH2:26]>>[O:3]=[C:4]([OH:5])[c:6]1[cH:7][n:8](-[c:19]2[n:20][cH:21][c:22]([F:25])[cH:23][cH:24]2)[c:9]2[cH:10][c:11]([Cl:18])[c:12]([F:17])[cH:13][c:14]2[c:15]1=[O:16]. The product is O=C(O)c1cn(-c2ccc(F)cn2)c2cc(Cl)c(F)cc2c1=O. Starting materials: CCOC(=O)c1cn(-c2ccc(F)cn2)c2cc(Cl)c(F)cc2c1=O, CC(=O)O, Cl, O. The reactants are ClCC1=CNC2=C(C=CC=C2C1=O)[N+](=O)[O-] (3-chloromethyl-1,4-dihydro-8-nitro-4-oxoquinoline), O (water). Yields the product OCC1=CNC2=C(C=CC=C2C1=O)[N+](=O)[O-] (1,4-dihydro-3-hydroxymethyl-8-nitro-4-oxoquinoline). Reaction SMILES: Cl[CH2:2][C:3]1[C:12](=[O:13])[C:11]2[C:6](=[C:7]([N+:14]([O-:16])=[O:15])[CH:8]=[CH:9][CH:10]=2)[NH:5][CH:4]=1.[OH2:17]>>[OH:17][CH2:2][C:3]1[C:12](=[O:13])[C:11]2[C:6](=[C:7]([N+:14]([O-:16])=[O:15])[CH:8]=[CH:9][CH:10]=2)[NH:5][CH:4]=1. Procedure details: A suspension of 3-chloromethyl-1,4-dihydro-8-nitro-4-oxoquinoline (2.0 g) in water (30 ml) was refluxed for 15 minutes and allowed to stand to ambient temperature. The resulting precipitates were collected by filtration and washed with water to give 1,4-dihydro-3-hydroxymethyl-8-nitro-4-oxoquinoline (1.82 g). mpD 182-184° C. NMR (DMSO-d6, δ): 4.41 (2H, s), 5.14 (1H, br), 7.49 (1H, t, J=7 Hz), 8.00 (1H, s), 8.59 (1H, d, J=7 Hz), 8.66 (1H, d, J=7 Hz) Starting materials: C(C)OC([C@H](CC1=CC=C(C=C1)O)OCC)=O ((S)-2-ethoxy-3-(4-hydroxyphenyl)-propionic acid ethyl ester), BrBr (bromine). Run in C(Cl)Cl (methylene chloride), C(Cl)Cl (methylene chloride). Reaction conditions: time 60 minute. Yields the product C(C)OC([C@H](CC1=CC(=C(C=C1)O)Br)OCC)=O ((S)-3-(3-bromo-4-hydroxy-phenyl)-2-ethoxy-propionic acid ethyl ester). Yield: 88.0%. RXN SMILES: [CH2:1]([O:3][C:4](=[O:17])[C@@H:5]([O:14][CH2:15][CH3:16])[CH2:6][C:7]1[CH:12]=[CH:11][C:10]([OH:13])=[CH:9][CH:8]=1)[CH3:2].[Br:18]Br>C(Cl)Cl>[CH2:1]([O:3][C:4](=[O:17])[C@@H:5]([O:14][CH2:15][CH3:16])[CH2:6][C:7]1[CH:8]=[CH:9][C:10]([OH:13])=[C:11]([Br:18])[CH:12]=1)[CH3:2]. Procedure details: To a stirred solution of (S)-2-ethoxy-3-(4-hydroxyphenyl)-propionic acid ethyl ester (Tetrahedron Letters, Vol. 35, No 19, 3139–3142, 1994) (9.5 g, 40 mmol) in dry methylene chloride (100 ml) was over 1 h dropwise added a solution of bromine in methylene chloride (40 ml) at room temperature. The reaction was stirred for 60 min, washed with saturated sodium sulfite and brine. The organic phase was dried (MgSO4) and evaporated. The residue was purified by column chromatography using heptane:ethyl ... The reactants are NC1=CC(=NN1C)C1=CC=CC=C1 (5-Amino-1-methyl-3-phenylpyrazole), C(C)(=O)N1C=NC(C1)=O (1-acetyl-2-imidazolinone). Yields the product C(C)(=O)N1C(=NCC1)NC1=CC(=NN1C)C1=CC=CC=C1 (1-Acetyl-2(1-methyl-3-phenyl-5-pyrazolyl) amino-2-imidazoline). As a reaction SMILES: [NH2:1][C:2]1[N:6]([CH3:7])[N:5]=[C:4]([C:8]2[CH:13]=[CH:12][CH:11]=[CH:10][CH:9]=2)[CH:3]=1.[C:14]([N:17]1[CH2:21][C:20](=O)[N:19]=[CH:18]1)(=[O:16])[CH3:15]>>[C:14]([N:17]1[CH2:21][CH2:20][N:19]=[C:18]1[NH:1][C:2]1[N:6]([CH3:7])[N:5]=[C:4]([C:8]2[CH:9]=[CH:10][CH:11]=[CH:12][CH:13]=2)[CH:3]=1)(=[O:16])[CH3:15]. Procedure: 5-Amino-1-methyl-3-phenylpyrazole (17.3 g.) and 1-acetyl-2-imidazolinone (15.4 g.) were reacted as described in Example I to give 14.0 g. product, mp 154°-155°. Reactants: OCCC=1C=C(C=CC1)CC(C(=O)OCC)OC(C)C (ethyl 3-[3-(2-hydroxyethyl)phenyl]-2-isopropoxypropanoate), C1(=CC=C(C=C1)N=C=O)C (p-tolylisocyanate). The product is C(C)(C)OC(C(=O)O)CC1=CC(=CC=C1)CCOC(=O)NC1=CC=C(C=C1)C (2-Isopropoxy-3-(3-{2-[(4-toluidinocarbonyl)-oxy]ethyl}phenyl)propanoic acid). Reaction SMILES: [OH:1][CH2:2][CH2:3][C:4]1[CH:5]=[C:6]([CH2:10][CH:11]([O:17][CH:18]([CH3:20])[CH3:19])[C:12]([O:14]CC)=[O:13])[CH:7]=[CH:8][CH:9]=1.[C:21]1([CH3:30])[CH:26]=[CH:25][C:24]([N:27]=[C:28]=[O:29])=[CH:23][CH:22]=1>>[CH:18]([O:17][CH:11]([CH2:10][C:6]1[CH:7]=[CH:8][CH:9]=[C:4]([CH2:3][CH2:2][O:1][C:28]([NH:27][C:24]2[CH:25]=[CH:26][C:21]([CH3:30])=[CH:22][CH:23]=2)=[O:29])[CH:5]=1)[C:12]([OH:14])=[O:13])([CH3:19])[CH3:20]. Procedure details: Using ethyl 3-[3-(2-hydroxyethyl)phenyl]-2-isopropoxypropanoate and p-tolylisocyanate, the title compound was obtained in the same manner as described in Example 148. Reactants: ClCCl, Cl, C1CCOC1, CCc1cc(C(F)(C(F)(F)F)C(F)(F)F)cc(C)c1NC(=O)c1cccc(N=S=O)c1. Product: CCc1cc(C(F)(C(F)(F)F)C(F)(F)F)cc(C)c1NC(=O)c1cccc(N)c1. Reaction SMILES: [Cl:33][CH2:34][Cl:35].[ClH:32].[O:36]1[CH2:37][CH2:38][CH2:39][CH2:40]1.[S:1](=[O:2])=[N:3][c:4]1[cH:5][c:6]([C:7](=[O:8])[NH:9][c:10]2[c:11]([CH2:27][CH3:28])[cH:12][c:13]([C:17]([C:18]([F:19])([F:20])[F:21])([C:22]([F:23])([F:24])[F:25])[F:26])[cH:14][c:15]2[CH3:16])[cH:29][cH:30][cH:31]1>>[NH2:3][c:4]1[cH:5][c:6]([C:7](=[O:8])[NH:9][c:10]2[c:11]([CH2:27][CH3:28])[cH:12][c:13]([C:17]([C:18]([F:19])([F:20])[F:21])([C:22]([F:23])([F:24])[F:25])[F:26])[cH:14][c:15]2[CH3:16])[cH:29][cH:30][cH:31]1. The reactants are FC1(C=C(C(C2=CC=CC=C12)=O)C(F)(F)F)F (4,4-difluoro-1-keto-2-trifluoromethyl-1,4 -dihydronaphthalene), FC1(C(=CC(C2=CC=CC=C12)(F)F)C(F)(F)F)F (1,1,4,4-tetrafluoro-2-trifluoromethyl- 1,4-dihydronaphthalene). Solvent: CC(=O)C (acetone). Product: CC1=C(C(=C(C=C1C)C)C)O (2,3,5,6-Tetramethylphenol). RXN SMILES: F[C:2]1(F)[C:11]2[C:6](=[CH:7]C=C[CH:10]=2)[C:5](=[O:12])[C:4]([C:13](F)(F)F)=[CH:3]1.F[C:19]1(F)C2C(=CC=CC=2)C(F)(F)C=C1C(F)(F)F>CC(C)=O>[CH3:13][C:4]1[C:3]([CH3:19])=[CH:2][C:11]([CH3:10])=[C:6]([CH3:7])[C:5]=1[OH:12]. Reported procedure: Anal. Calcd. for C30H39F3OS2 : C, 67.16; H, 7.28; F, 10.63; S, 11.94. Found (A): C, 63.64; H, 5.37; F, 12.85; S, 7.69; MW, 2737; Found (B): C, 67.62; H, 5.37; F, 11.62; S, 11.80; MW, 5785; Found (C); C, 65.00; H, 5.72; F, 12.61; S, 12.98; MW, 928;